From a dataset of the Open Reaction Database (ORD), a public repository of structured organic reaction records. describe an organic reaction: reactants, conditions, products, and yield Reactants: NC1=C(C=C(C=C1)S(N)(=O)=O)S(=O)(=O)N (2-Amino-5-sulfamoylbenzenesulfonamide), NC1=C(C=C(C=C1)S(N)(=O)=O)S(=O)(=O)N (2-Amino-5-sulfamoylbenzenesulfonamide), C1(CCCCC1)C=O (cyclohexanecarboxaldehyde). Yields the product C1(CCCCC1)C1NS(C2=C(N1)C=CC(=C2)S(N)(=O)=O)(=O)=O (3-Cyclohexyl-7-sulfamoyl-1,2,3,4-tetrahydro-1,2,4-benzothiadiazine-1,1-dioxide). Reaction SMILES: [NH2:1][C:2]1[CH:7]=[CH:6][C:5]([S:8](=[O:11])(=[O:10])[NH2:9])=[CH:4][C:3]=1[S:12]([NH2:15])(=[O:14])=[O:13].[CH:16]1([CH:22]=O)[CH2:21][CH2:20][CH2:19][CH2:18][CH2:17]1>>[CH:16]1([CH:22]2[NH:1][C:2]3[CH:7]=[CH:6][C:5]([S:8](=[O:10])(=[O:11])[NH2:9])=[CH:4][C:3]=3[S:12](=[O:14])(=[O:13])[NH:15]2)[CH2:21][CH2:20][CH2:19][CH2:18][CH2:17]1. Procedure details: 2-Amino-5-sulfamoylbenzenesulfonamide (see compound 101) was transformed by Method G (using cyclohexanecarboxaldehyde). M.p. 252-254° C. Product: NC(CCO)c1ccc(F)cc1. Reactants: O=C(O)C(CCO)c1ccc(F)cc1, O=N[O-], [Na+], O=S(=O)(O)O. As a reaction SMILES: [F:1][c:2]1[cH:3][cH:4][c:5]([CH:8]([C:9]([OH:10])=[O:11])[CH2:12][CH2:13][OH:14])[cH:6][cH:7]1.[N:15]([O-:16])=[O:17].[Na+:18].[S:19](=[O:20])(=[O:21])([OH:22])[OH:23]>>[F:1][c:2]1[cH:3][cH:4][c:5]([CH:8]([CH2:12][CH2:13][OH:14])[NH2:15])[cH:6][cH:7]1. Starting materials: [Al+3], COC(=O)c1ccc2c(ccn2S(=O)(=O)c2ccccc2)c1, CC(=O)OC(C)=O, [Cl-], [Cl-], [Cl-], CC(Cl)Cl. The product is COC(=O)c1ccc2c(c1)c(C(C)=O)cn2S(=O)(=O)c1ccccc1. Reaction SMILES: [Al+3:2].[CH3:12][O:13][C:14](=[O:15])[c:16]1[cH:17][c:18]2[cH:19][cH:20][n:21]([S:25](=[O:26])(=[O:27])[c:28]3[cH:29][cH:30][cH:31][cH:32][cH:33]3)[c:22]2[cH:23][cH:24]1.[CH3:5][C:6](=[O:7])[O:8][C:9](=[O:10])[CH3:11].[Cl-:1].[Cl-:3].[Cl-:4].[Cl:34][CH:35]([Cl:36])[CH3:37]>>[CH3:5][C:6](=[O:7])[c:19]1[c:18]2[cH:17][c:16]([C:14]([O:13][CH3:12])=[O:15])[cH:24][cH:23][c:22]2[n:21]([S:25](=[O:26])(=[O:27])[c:28]2[cH:29][cH:30][cH:31][cH:32][cH:33]2)[cH:20]1.